This data is from the Open Reaction Database (ORD), a public repository of structured organic reaction records. The task is: describe an organic reaction: reactants, conditions, products, and yield Yields the product COC=1C=C2C(=NC=NC2=CC1OC1CCNCC1)OC1=CC=C2C=C(NC2=C1)C (6-methoxy-4-[(2-methyl-1H-indol-6-yl)oxy]-7-[(piperidin-4-yl)oxy]quinazoline). As a reaction SMILES: C(OC([N:8]1[CH2:13][CH2:12][CH:11]([O:14][C:15]2[CH:24]=[C:23]3[C:18]([C:19]([O:25][C:26]4[CH:34]=[C:33]5[C:29]([CH:30]=[C:31]([CH3:35])[NH:32]5)=[CH:28][CH:27]=4)=[N:20][CH:21]=[N:22]3)=[CH:17][C:16]=2[O:36][CH3:37])[CH2:10][CH2:9]1)=O)(C)(C)C.C(O)(C(F)(F)F)=O>ClCCl>[CH3:37][O:36][C:16]1[CH:17]=[C:18]2[C:23](=[CH:24][C:15]=1[O:14][CH:11]1[CH2:12][CH2:13][NH:8][CH2:9][CH2:10]1)[N:22]=[CH:21][N:20]=[C:19]2[O:25][C:26]1[CH:34]=[C:33]2[C:29]([CH:30]=[C:31]([CH3:35])[NH:32]2)=[CH:28][CH:27]=1. Run in ClCCl (dichloromethane). Starting materials: C(C)(C)(C)OC(=O)N1CCC(CC1)OC1=C(C=C2C(=NC=NC2=C1)OC1=CC=C2C=C(NC2=C1)C)OC (7-{[1-(tert-Butoxycarbonyl)-piperidin-4-yl]oxy}-6-methoxy-4-[(2-methyl-1H-indol-6-yl)oxy]quinazoline), C(=O)(C(F)(F)F)O (TFA). Reported procedure: 7-{[1-(tert-Butoxycarbonyl)-piperidin-4-yl]oxy}-6-methoxy-4-[(2-methyl-1H-indol-6-yl)oxy]quinazoline (1 g) was dissolved in dichloromethane (5 ml) and cooled in an ice bath. TFA (2.5 ml) was added and the reaction mixture stirred at this temperature for 35 minutes. The volatiles were removed by filtration and the residue taken up into ice cold water. The pH was adjusted to 12 with sodium hydroxide 2N and extracted twice with dichloromethane. The combined extracts were washed in turn with water a... The yield is 95.4%. Run at time 35 minute.